describe an organic reaction: reactants, conditions, products, and yield From a dataset of the Open Reaction Database (ORD), a public repository of structured organic reaction records. Reactants: COC(=O)C1SC(=CC(=O)OC(C)(C)C)S1, ClCCl, ClSc1ccccc1, c1ccncc1. Yields the product COC(=O)C1SC(=C(Sc2ccccc2)C(=O)OC(C)(C)C)S1. RXN SMILES: [C:1]([CH3:2])([CH3:3])([CH3:4])[O:5][C:6](=[O:7])[CH:8]=[C:9]1[S:10][CH:11]([C:13](=[O:14])[O:15][CH3:16])[S:12]1.[CH2:31]([Cl:32])[Cl:33].[c:23]1([S:29][Cl:30])[cH:24][cH:25][cH:26][cH:27][cH:28]1.[cH:17]1[cH:18][cH:19][n:20][cH:21][cH:22]1>>[C:1]([CH3:2])([CH3:3])([CH3:4])[O:5][C:6](=[O:7])[C:8](=[C:9]1[S:10][CH:11]([C:13](=[O:14])[O:15][CH3:16])[S:12]1)[S:29][c:23]1[cH:24][cH:25][cH:26][cH:27][cH:28]1. Reactants: CC=1N=C(SC1)NC(=O)C1=NC(=CC(=C1)B1OC(C(O1)(C)C)(C)C)C (6-Methyl-4-(4,4,5,5-tetramethyl-[1,3,2]dioxa-borolan-2-yl)-pyridine-2-carboxylic acid (4-methyl-thiazol-2-yl)-amide), BrC=1C(=NC=CC1)C (3-Bromo-2-methylpyridine). Product: CC=1N=C(SC1)NC(=O)C1=NC(=CC(=C1)C=1C(=NC=CC1)C)C (2,6′-Dimethyl-[3,4′]bipyridinyl-2′-carboxylic acid (4-methyl-thiazol-2-yl)-amide). As a reaction SMILES: [CH3:1][C:2]1[N:3]=[C:4]([NH:7][C:8]([C:10]2[CH:15]=[C:14](B3OC(C)(C)C(C)(C)O3)[CH:13]=[C:12]([CH3:25])[N:11]=2)=[O:9])[S:5][CH:6]=1.Br[C:27]1[C:28]([CH3:33])=[N:29][CH:30]=[CH:31][CH:32]=1>>[CH3:1][C:2]1[N:3]=[C:4]([NH:7][C:8]([C:10]2[CH:15]=[C:14]([C:27]3[C:28]([CH3:33])=[N:29][CH:30]=[CH:31][CH:32]=3)[CH:13]=[C:12]([CH3:25])[N:11]=2)=[O:9])[S:5][CH:6]=1. Procedure: The title compound, was prepared from 6-Methyl-4-(4,4,5,5-tetramethyl-[1,3,2]dioxa-borolan-2-yl)-pyridine-2-carboxylic acid (4-methyl-thiazol-2-yl)-amide in accordance with the general method of example 131, step 2 using 3-Bromo-2-methylpyridine instead of 3-Trifluoromethyl-5-bromopyridine to yield the final compound as a white solid, MS (ISP): m/e=325.2 (M+H)+. Starting materials: BrC=1C=CC(=NC1)C (5-bromo-2-methylpyridine), OO.NC(=O)N (urea hydrogen peroxide), FC(C(=O)OC(C(F)(F)F)=O)(F)F (trifluoroacetic anhydride). The solvent is C(Cl)Cl (DCM). Run at temperature 25 celsius. The product is BrC=1C=CC(=[N+](C1)[O-])C (5-bromo-2-methylpyridine N-oxide). Isolated yield 60.4%. As a reaction SMILES: [Br:1][C:2]1[CH:3]=[CH:4][C:5]([CH3:8])=[N:6][CH:7]=1.OO.NC(N)=[O:13].FC(F)(F)C(OC(=O)C(F)(F)F)=O>C(Cl)Cl>[Br:1][C:2]1[CH:3]=[CH:4][C:5]([CH3:8])=[N+:6]([O-:13])[CH:7]=1 |f:1.2|. Procedure details: To a solution of 5-bromo-2-methylpyridine (1 g, 5.81 mmol) and urea hydrogen peroxide (1.1 g, 12.2 mmol) in DCM (30 mL) at 0° C. was added trifluoroacetic anhydride (1.6 mL, 11.6 mmol). After warming to 25° C. over 12 h, the solution was partitioned between H2O-DCM. The aqueous phase was washed several times with DCM and the combined organic fractions were dried over Na2SO4, concentrated and purified via column chromatography (silica, 1% MeOH in DCM (1% NH4OH)) yielding the title compound (660 m... Reactants: BrC=1C=NC=2N(C1)N=C(C2)C(=O)O (6-bromo-pyrazolo[1,5-a]pyrimidine-2-carboxylic acid), C(C)C1NC(C2=CC=CC=C2C1)C (3-Ethyl-1-methyl-1,2,3,4-tetrahydro-isoquinoline). Product: BrC=1C=NC=2N(C1)N=C(C2)C(=O)N2C(C1=CC=CC=C1CC2CC)C ((6-Bromo-pyrazolo[1,5-a]pyrimidin-2-yl)-(3-ethyl-1-methyl-3,4-dihydro-1H-isoquinolin-2-yl)methanone). As a reaction SMILES: [Br:1][C:2]1[CH:3]=[N:4][C:5]2[N:6]([N:8]=[C:9]([C:11]([OH:13])=O)[CH:10]=2)[CH:7]=1.[CH2:14]([CH:16]1[CH2:25][C:24]2[C:19](=[CH:20][CH:21]=[CH:22][CH:23]=2)[CH:18]([CH3:26])[NH:17]1)[CH3:15]>>[Br:1][C:2]1[CH:3]=[N:4][C:5]2[N:6]([N:8]=[C:9]([C:11]([N:17]3[CH:16]([CH2:14][CH3:15])[CH2:25][C:24]4[C:19](=[CH:20][CH:21]=[CH:22][CH:23]=4)[CH:18]3[CH3:26])=[O:13])[CH:10]=2)[CH:7]=1. Reported procedure: In close analogy to the procedure described in Example 1, 6-bromo-pyrazolo[1,5-a]pyrimidine-2-carboxylic acid is reacted with 3-Ethyl-1-methyl-1,2,3,4-tetrahydro-isoquinoline to provide the title compound in moderate yield. The reactants are ClC=1C=C(C(=NC1)OC)CN1CCC(CC1)CCC1=C(C=CC=C1)OCC(C)C (1-[(5-chloro-2-methoxy-3-pyridinyl)methyl]-4-[2-[2-(isobutyloxy)phenyl]ethyl]piperidine), S(=O)(Cl)Cl (thionyl chloride), C([O-])([O-])=O.[Na+].[Na+] (sodium carbonate). The solvent is C(C)O (ethanol). Yields the product C(C(=O)O)(=O)O.ClC=1C=C(C(NC1)=O)CN1CCC(CC1)CCC1=C(C=CC=C1)OCC(C)C (1-[(5-Chloro-2-oxo-1,2-dihydro-3-pyridinyl)methyl]-4-[2-[2-(isobutyloxy)phenyl]ethyl]piperidine oxalate). As a reaction SMILES: [Cl:1][C:2]1[CH:3]=[C:4]([CH2:10][N:11]2[CH2:16][CH2:15][CH:14]([CH2:17][CH2:18][C:19]3[CH:24]=[CH:23][CH:22]=[CH:21][C:20]=3[O:25][CH2:26][CH:27]([CH3:29])[CH3:28])[CH2:13][CH2:12]2)[C:5]([O:8]C)=[N:6][CH:7]=1.S(Cl)(Cl)=[O:31].[C:34](=[O:37])([O-:36])[O-].[Na+].[Na+]>C(O)C>[C:26]([OH:25])(=[O:31])[C:34]([OH:36])=[O:37].[Cl:1][C:2]1[CH:3]=[C:4]([CH2:10][N:11]2[CH2:12][CH2:13][CH:14]([CH2:17][CH2:18][C:19]3[CH:24]=[CH:23][CH:22]=[CH:21][C:20]=3[O:25][CH2:26][CH:27]([CH3:29])[CH3:28])[CH2:15][CH2:16]2)[C:5](=[O:8])[NH:6][CH:7]=1 |f:2.3.4,6.7|. Procedure: In ethanol (10 ml) was dissolved 443 mg of 1-[(5-chloro-2-methoxy-3-pyridinyl)methyl]-4-[2-[2-(isobutyloxy)phenyl]ethyl]piperidine. To the mixture was added 0.5 ml of thionyl chloride, followed by heating under reflux for 3 hours. An aqueous sodium carbonate was added to the reaction solution, and the mixture was extracted with dichloromethane. The extract was dried over anhydrous magnesium sulfate, and then the solvent was evaporated. The resulting oil was dissolved in ethanol, 99 mg of oxalic ... Starting materials: BrB(Br)Br, ClCCl, COc1ccc2cc(C(=O)Nc3ccccc3)c(Nc3ccccc3Cl)nc2c1. The product is O=C(Nc1ccccc1)c1cc2ccc(O)cc2nc1Nc1ccccc1Cl. As a reaction SMILES: [B:30]([Br:31])([Br:32])[Br:33].[Cl:34][CH2:35][Cl:36].[c:1]1([NH:7][C:8](=[O:9])[c:10]2[c:11]([NH:22][c:23]3[c:24]([Cl:29])[cH:25][cH:26][cH:27][cH:28]3)[n:12][c:13]3[cH:14][c:15]([O:20][CH3:21])[cH:16][cH:17][c:18]3[cH:19]2)[cH:2][cH:3][cH:4][cH:5][cH:6]1>>[c:1]1([NH:7][C:8](=[O:9])[c:10]2[c:11]([NH:22][c:23]3[c:24]([Cl:29])[cH:25][cH:26][cH:27][cH:28]3)[n:12][c:13]3[cH:14][c:15]([OH:20])[cH:16][cH:17][c:18]3[cH:19]2)[cH:2][cH:3][cH:4][cH:5][cH:6]1. The reactants are C(=O)C1=C(C=CC=C1)CCCNC(OC(C)(C)C)=O (tert-Butyl (3-(2-formylphenyl)propyl)carbamate), C[Mg]Br (methylmagnesium bromide). Run at time 8 hour. Yields the product O[C@@H](C)C1=C(C=CC=C1)CCCNC(OC(C)(C)C)=O ((S)-tert-Butyl (3-(2-(1-hydroxyethyl)phenyl)propyl)carbamate). Reaction SMILES: [CH:1]([C:3]1[CH:8]=[CH:7][CH:6]=[CH:5][C:4]=1[CH2:9][CH2:10][CH2:11][NH:12][C:13](=[O:19])[O:14][C:15]([CH3:18])([CH3:17])[CH3:16])=[O:2].[CH3:20][Mg]Br>>[OH:2][C@H:1]([C:3]1[CH:8]=[CH:7][CH:6]=[CH:5][C:4]=1[CH2:9][CH2:10][CH2:11][NH:12][C:13](=[O:19])[O:14][C:15]([CH3:16])([CH3:18])[CH3:17])[CH3:20]. Procedure: A solution of 33-5 (0.385 g, 1.462 mmol) in was treated with methylmagnesium bromide (5.1 ml, 15.3 mmol, 3M in diethylether) at 0° C. After stirring overnight at RT, the reaction was quenched with NH4Cl solution. Extracted with Ethyl acetate, washed with brine and dried over sodium sulfate. Material was purified by reverse phase column chromatography (C18 column, 5-95% MeCN in water with 0.1% TFA) to yield a white solid. Racemic material was separated by chiral chromatography (ChiralTech IC colu... The reactants are N=1N=NN2C1C=CC(=C2)C2CN(C(CO2)=O)C(C)(C)C (2-(tetrazolo[1,5-a]pyrid-6-yl)-4-(1,1-dimethylethyl)-5-oxo-morpholine), Cl[Sn]Cl (SnCl2), Cl (hydrochloric acid). Solvent: CO (methanol). The product is NC1=CC=C(C=N1)C1CN(C(CO1)=O)C(C)(C)C (2-(6-Aminopyrid-3yl)-4-(1,1-dimethylethyl)-5-oxo-morpholine). Isolated yield 88.7%. As a reaction SMILES: [N:1]1N=N[N:4]2[CH:9]=[C:8]([CH:10]3[O:15][CH2:14][C:13](=[O:16])[N:12]([C:17]([CH3:20])([CH3:19])[CH3:18])[CH2:11]3)[CH:7]=[CH:6][C:5]=12.Cl[Sn]Cl.Cl>CO>[NH2:1][C:5]1[N:4]=[CH:9][C:8]([CH:10]2[O:15][CH2:14][C:13](=[O:16])[N:12]([C:17]([CH3:20])([CH3:19])[CH3:18])[CH2:11]2)=[CH:7][CH:6]=1. Procedure: A solution of 2-(tetrazolo[1,5-a]pyrid-6-yl)-4-(1,1-dimethylethyl)-5-oxo-morpholine (550 mg), SnCl2 .2H2O (968 mg) and 0.2 ml of 12N hydrochloric acid in 60 ml of methanol was heated at reflux for 14.5 hours under nitrogen. The reaction mixture was concentrated under reduced pressure and then poured into ice water containing 5N sodium hydroxide. The basic aqueous mixture was repeatedly extracted with methylene chloride. The combined organic fractions were washed with water and saturated sodium c... Reactants: O (water), OC1=C(C(=CC(=C1)OC)OC)C(C)=O (2'-hydroxy-4',6'-dimethoxyacetophenone), COC=1C=CC(=CC1)C=O (anisaldehyde), [OH-].[K+] (potassium hydroxide). Solvent: C(C)O (ethanol). Conditions: time 3 day. The product is OC1=C(C(C=CC2=CC=C(C=C2)OC)=O)C(=CC(=C1)OC)OC (2'-hydroxy-4,4',6'-trimethoxychalcone). The yield is 58.0%. RXN SMILES: [OH:1][C:2]1[CH:7]=[C:6]([O:8][CH3:9])[CH:5]=[C:4]([O:10][CH3:11])[C:3]=1[C:12](=[O:14])[CH3:13].[CH3:15][O:16][C:17]1[CH:18]=[CH:19][C:20]([CH:23]=O)=[CH:21][CH:22]=1.[OH-].[K+].O>C(O)C>[OH:1][C:2]1[CH:7]=[C:6]([O:8][CH3:9])[CH:5]=[C:4]([O:10][CH3:11])[C:3]=1[C:12](=[O:14])[CH:13]=[CH:23][C:20]1[CH:19]=[CH:18][C:17]([O:16][CH3:15])=[CH:22][CH:21]=1 |f:2.3|. Procedure details: To a stirred solution containing 196 mg of 2'-hydroxy-4',6'-dimethoxyacetophenone and 150 mg of anisaldehyde in 3 ml of ethanol was added 50% aqueous potassium hydroxide (3 ml). After being stirred at room temperature for 3 days, the mixture was poured into 30 ml of cold water. The mixture was then extracted with three 30 ml portions of ethyl acetate. The combined ethyl acetate extracts were washed with water, dried over anhydrous sodium sulfate and then evaporated under reduced pressure to give... The reactants are C1CCC2=NCCCN2CC1, O=C(Nc1cccc2cnccc12)C(Cl)(Cl)Cl, NCc1ccc(Cl)c(Cl)c1. The product is O=C(NCc1ccc(Cl)c(Cl)c1)Nc1cccc2cnccc12. Reaction SMILES: [CH2:28]1[CH2:29][CH2:30][C:31]2=[N:36][CH2:35][CH2:34][CH2:33][N:32]2[CH2:37][CH2:38]1.[Cl:11][C:12]([C:13](=[O:14])[NH:15][c:16]1[c:17]2[cH:18][cH:19][n:20][cH:21][c:22]2[cH:23][cH:24][cH:25]1)([Cl:26])[Cl:27].[Cl:1][c:2]1[cH:3][c:4]([CH2:5][NH2:6])[cH:7][cH:8][c:9]1[Cl:10]>>[Cl:1][c:2]1[cH:3][c:4]([CH2:5][NH:6][C:13](=[O:14])[NH:15][c:16]2[c:17]3[cH:18][cH:19][n:20][cH:21][c:22]3[cH:23][cH:24][cH:25]2)[cH:7][cH:8][c:9]1[Cl:10].